From a dataset of the Open Reaction Database (ORD), a public repository of structured organic reaction records. describe an organic reaction: reactants, conditions, products, and yield Isolated yield 85.9%. Starting materials: C(#N)C1=C(C=C(C=C1)CCC(=O)OCC)O (ethyl 3-(4-cyano-3-hydroxyphenyl)propionate), S(=O)(=O)(OC[C@H]1CO1)C1=CC=C([N+](=O)[O-])C=C1 ((R)-glycidyl nosylate). RXN SMILES: [C:1]([C:3]1[CH:8]=[CH:7][C:6]([CH2:9][CH2:10][C:11]([O:13][CH2:14][CH3:15])=[O:12])=[CH:5][C:4]=1[OH:16])#[N:2].S(C1C=CC([N+]([O-])=O)=CC=1)(O[CH2:21][C@@H:22]1[O:24][CH2:23]1)(=O)=O>>[CH2:21]([O:16][C:4]1[CH:5]=[C:6]([CH2:9][CH2:10][C:11]([O:13][CH2:14][CH3:15])=[O:12])[CH:7]=[CH:8][C:3]=1[C:1]#[N:2])[C@@H:22]1[O:24][CH2:23]1. Procedure: Using the method of example 30(b), supra, ethyl 3-(4-cyano-3-hydroxyphenyl)propionate (1.32 g, 6 mmol) and (R)-glycidyl nosylate (1.48 g, 5.71 mmol) were used to prepare 1.35 g (86%) of the title compound as a white solid. The product is C([C@H]1CO1)OC1=C(C=CC(=C1)CCC(=O)OCC)C#N ((R)-2-cyano-5-(2-carbethoxyethyl)phenyl Glycidyl Ether). Reactants: Br, CC(=O)NC(CC(C)C)C(=O)O, COCCn1c(=N)sc2ccccc21. Product: COCCn1c(=NC(=O)C(CC(C)C)NC(C)=O)sc2ccccc21. RXN SMILES: [BrH:1].[CH3:16][CH:17]([CH3:18])[CH2:19][CH:20]([NH:21][C:22]([CH3:23])=[O:24])[C:25]([OH:26])=[O:27].[CH3:2][O:3][CH2:4][CH2:5][n:6]1[c:7](=[NH:15])[s:8][c:9]2[c:10]1[cH:11][cH:12][cH:13][cH:14]2>>[CH3:2][O:3][CH2:4][CH2:5][n:6]1[c:7](=[N:15][C:25]([CH:20]([CH2:19][CH:17]([CH3:16])[CH3:18])[NH:21][C:22]([CH3:23])=[O:24])=[O:26])[s:8][c:9]2[c:10]1[cH:11][cH:12][cH:13][cH:14]2. The reactants are CCS, CCOC(C)=O, [H-], [Na+], CN(C)C=O, O=c1nc(-c2cccc(CS(=O)(=O)[O-])n2)sc2ccccc12, O. The product is CCSCc1cccc(-c2nc(=O)c3ccccc3s2)n1. Reaction SMILES: [CH2:1]([CH3:2])[SH:3].[CH3:28][CH2:29][O:30][C:31](=[O:32])[CH3:33].[H-:4].[Na+:5].[O:34]=[CH:35][N:36]([CH3:37])[CH3:38].[O:6]=[c:7]1[n:8][c:9](-[c:17]2[cH:18][cH:19][cH:20][c:21]([CH2:23][S:24]([O-:25])(=[O:26])=[O:27])[n:22]2)[s:10][c:11]2[c:12]1[cH:13][cH:14][cH:15][cH:16]2.[OH2:39]>>[CH2:1]([CH3:2])[S:3][CH2:23][c:21]1[cH:20][cH:19][cH:18][c:17](-[c:9]2[n:8][c:7](=[O:6])[c:12]3[c:11]([s:10]2)[cH:16][cH:15][cH:14][cH:13]3)[n:22]1. Starting materials: OCC1=CC=2NC([C@H]3N(C2N=C1)CCC3)=O ((S)-3-(hydroxymethyl)-6a,7,8,9-tetrahydropyrido[3,2-e]pyrrolo[1,2-a]pyrazin-6(5H)-one), C(C)(C)N(C(C)C)CC (N,N-diisopropylethylamine), CNC(C1=CC=C(C=C1)N1CCNCC1)=O (N-methyl-4-(piperazin-1-yl)benzamide), [I-].C(#N)C[P+](C)(C)C ((cyanomethyl)trimethylphosphonium iodide). Solvent: C(CC)#N (propiononitrile), CS(=O)C (DMSO). Run at temperature 90 celsius. The product is CNC(C1=CC=C(C=C1)N1CCN(CC1)CC1=CC=2NC([C@H]3N(C2N=C1)CCC3)=O)=O ((S)—N-methyl-4-(4-((6-oxo-5,6,6a,7,8,9-hexahydropyrido[3,2-e]pyrrolo[1,2-a]pyrazin-3-yl)methyl)piperazin-1-yl)benzamide). RXN SMILES: O[CH2:2][C:3]1[CH:12]=[N:11][C:10]2[N:9]3[CH2:13][CH2:14][CH2:15][C@H:8]3[C:7](=[O:16])[NH:6][C:5]=2[CH:4]=1.[CH3:17][NH:18][C:19](=[O:32])[C:20]1[CH:25]=[CH:24][C:23]([N:26]2[CH2:31][CH2:30][NH:29][CH2:28][CH2:27]2)=[CH:22][CH:21]=1.[I-].C(C[P+](C)(C)C)#N.C(N(CC)C(C)C)(C)C>C(#N)CC.CS(C)=O>[CH3:17][NH:18][C:19](=[O:32])[C:20]1[CH:21]=[CH:22][C:23]([N:26]2[CH2:31][CH2:30][N:29]([CH2:2][C:3]3[CH:12]=[N:11][C:10]4[N:9]5[CH2:13][CH2:14][CH2:15][C@H:8]5[C:7](=[O:16])[NH:6][C:5]=4[CH:4]=3)[CH2:28][CH2:27]2)=[CH:24][CH:25]=1 |f:2.3|. Procedure: (S)-3-(hydroxymethyl)-6a,7,8,9-tetrahydropyrido[3,2-e]pyrrolo[1,2-a]pyrazin-6(5H)-one (1.500 g, 6.84 mmol), N-methyl-4-(piperazin-1-yl)benzamide (1.500 g, 6.84 mmol), (cyanomethyl)trimethylphosphonium iodide (2.494 g, 10.26 mmol) and N,N-diisopropylethylamine (5.97 ml, 34.2 mmol) were suspended in propiononitrile (Volume: 27.4 ml) and heated in a closed vial at 90° C. The crude reaction was cooled to RT, DMSO (1 ml) was added, and the mixture was purified via HPLC (55-90, basic) to give the prod... As a reaction SMILES: [C:1]12=[C:2]([CH2:3][CH2:4][c:5]3[cH:6][cH:7][cH:8][cH:9][c:10]31)[C:11](=[O:12])[O:13][C:14]2=[O:15].[CH3:20][c:21]1[cH:22][cH:23][cH:24][cH:25][cH:26]1.[SH:16][CH2:17][CH2:18][NH2:19]>>[C:1]12=[C:2]([CH2:3][CH2:4][c:5]3[cH:6][cH:7][cH:8][cH:9][c:10]31)[C:11](=[O:13])[N:19]([CH2:18][CH2:17][SH:16])[C:14]2=[O:15]. Reactants: O=C1OC(=O)C2=C1CCc1ccccc12, Cc1ccccc1, NCCS. The product is O=C1C2=C(C(=O)N1CCS)c1ccccc1CC2.